describe an organic reaction: reactants, conditions, products, and yield From a dataset of the Open Reaction Database (ORD), a public repository of structured organic reaction records. The reactants are COCCOC, CN1CCN(C2CCC(n3nc(I)c4c(N)ncnc43)CC2)CC1, COc1cc(B(O)O)ccc1C(=O)Nc1ccccc1, [Na+], [Na+], O=C([O-])[O-], O. The product is COc1cc(-c2nn(C3CCC(N4CCN(C)CC4)CC3)c3ncnc(N)c23)ccc1C(=O)Nc1ccccc1. RXN SMILES: [CH3:51][O:52][CH2:53][CH2:54][O:55][CH3:56].[I:1][c:2]1[n:3][n:4]([CH:12]2[CH2:13][CH2:14][CH:15]([N:18]3[CH2:19][CH2:20][N:21]([CH3:24])[CH2:22][CH2:23]3)[CH2:16][CH2:17]2)[c:5]2[n:6][cH:7][n:8][c:9]([NH2:11])[c:10]12.[NH:25]([c:26]1[cH:27][cH:28][cH:29][cH:30][cH:31]1)[C:32](=[O:33])[c:34]1[c:35]([O:43][CH3:44])[cH:36][c:37]([B:40]([OH:41])[OH:42])[cH:38][cH:39]1.[Na+:45].[Na+:46].[O-:47][C:48](=[O:49])[O-:50].[OH2:57]>>[c:2]1(-[c:37]2[cH:36][c:35]([O:43][CH3:44])[c:34]([C:32]([NH:25][c:26]3[cH:27][cH:28][cH:29][cH:30][cH:31]3)=[O:33])[cH:39][cH:38]2)[n:3][n:4]([CH:12]2[CH2:13][CH2:14][CH:15]([N:18]3[CH2:19][CH2:20][N:21]([CH3:24])[CH2:22][CH2:23]3)[CH2:16][CH2:17]2)[c:5]2[n:6][cH:7][n:8][c:9]([NH2:11])[c:10]12.